From a dataset of the Open Reaction Database (ORD), a public repository of structured organic reaction records. describe an organic reaction: reactants, conditions, products, and yield Reactants: O=C(OCC#CCN1CCC(Cc2ccccc2)CC1)c1ccccc1, CO. Product: OCC#CCN1CCC(Cc2ccccc2)CC1. As a reaction SMILES: [C:1](=[O:2])([c:3]1[cH:4][cH:5][cH:6][cH:7][cH:8]1)[O:9][CH2:10][C:11]#[C:12][CH2:13][N:14]1[CH2:15][CH2:16][CH:17]([CH2:20][c:21]2[cH:22][cH:23][cH:24][cH:25][cH:26]2)[CH2:18][CH2:19]1.[CH3:27][OH:28]>>[OH:9][CH2:10][C:11]#[C:12][CH2:13][N:14]1[CH2:15][CH2:16][CH:17]([CH2:20][c:21]2[cH:22][cH:23][cH:24][cH:25][cH:26]2)[CH2:18][CH2:19]1.